Dataset: the Open Reaction Database (ORD), a public repository of structured organic reaction records. Task: describe an organic reaction: reactants, conditions, products, and yield Reactants: B(OC1=CC(=C(C=C1)OCCOCC)Cl)([O-])[O-] (3-chloro-4-(2-ethoxy)ethoxyphenyl borate), BrC=1C=CC2=C(C=C(CCN2C=O)C(=O)NC2=CC=C(C=C2)CN(C2CCOCC2)C)C1 (7-bromo-1-formyl-N-[4-[[N-methyl-N-(tetrahydro-2H-pyran-4-yl)amino]methyl]phenyl]-2,3-dihydro-1H-1-benzazepine-4-carboxamide), C([O-])([O-])=O.[K+].[K+] (potassium carbonate). Reagents/catalysts: C=1C=CC(=CC1)[P](C=2C=CC=CC2)(C=3C=CC=CC3)[Pd]([P](C=4C=CC=CC4)(C=5C=CC=CC5)C=6C=CC=CC6)([P](C=7C=CC=CC7)(C=8C=CC=CC8)C=9C=CC=CC9)[P](C=1C=CC=CC1)(C=1C=CC=CC1)C=1C=CC=CC1 (tetrakistriphenylphosphinepalladium). Solvent: C(C)O.O.C1(=CC=CC=C1)C (water ethanol toluene), C(C)(=O)OCC (ethyl acetate). Conditions: time 30 minute. The product is ClC=1C=C(C=CC1OCCOCC)C=1C=CC2=C(C=C(CCN2C=O)C(=O)NC2=CC=C(C=C2)CN(C2CCOCC2)C)C1 (7-[3-chloro4-(2-ethoxy)ethoxyphenyl]-1-formyl-N-[4-[[N-methyl-N-(tetrahydro-2H-pyran-4-yl)amino]methyl]phenyl]-2,3-dihydro-1H-1-benzazepine-4-carboxamide). Isolated yield 72.6%. RXN SMILES: B([O-])([O-])O[C:3]1[CH:8]=[CH:7][C:6]([O:9][CH2:10][CH2:11][O:12][CH2:13][CH3:14])=[C:5]([Cl:15])[CH:4]=1.Br[C:19]1[CH:20]=[CH:21][C:22]2[N:28]([CH:29]=[O:30])[CH2:27][CH2:26][C:25]([C:31]([NH:33][C:34]3[CH:39]=[CH:38][C:37]([CH2:40][N:41]([CH3:48])[CH:42]4[CH2:47][CH2:46][O:45][CH2:44][CH2:43]4)=[CH:36][CH:35]=3)=[O:32])=[CH:24][C:23]=2[CH:49]=1.C(=O)([O-])[O-].[K+].[K+]>C(O)C.O.C1(C)C=CC=CC=1.C(OCC)(=O)C.C1C=CC([P]([Pd]([P](C2C=CC=CC=2)(C2C=CC=CC=2)C2C=CC=CC=2)([P](C2C=CC=CC=2)(C2C=CC=CC=2)C2C=CC=CC=2)[P](C2C=CC=CC=2)(C2C=CC=CC=2)C2C=CC=CC=2)(C2C=CC=CC=2)C2C=CC=CC=2)=CC=1>[Cl:15][C:5]1[CH:4]=[C:3]([C:19]2[CH:20]=[CH:21][C:22]3[N:28]([CH:29]=[O:30])[CH2:27][CH2:26][C:25]([C:31]([NH:33][C:34]4[CH:35]=[CH:36][C:37]([CH2:40][N:41]([CH3:48])[CH:42]5[CH2:47][CH2:46][O:45][CH2:44][CH2:43]5)=[CH:38][CH:39]=4)=[O:32])=[CH:24][C:23]=3[CH:49]=2)[CH:8]=[CH:7][C:6]=1[O:9][CH2:10][CH2:11][O:12][CH2:13][CH3:14] |f:2.3.4,5.6.7,^1:76,78,97,116|. Procedure details: In a mixture of water ethanol:toluene (1:1:10; v/v, 18.0 ml) were dissolved 3-chloro-4-(2-ethoxy)ethoxyphenyl borate (280 mg) and 7-bromo-1-formyl-N-[4-[[N-methyl-N-(tetrahydro-2H-pyran-4-yl)amino]methyl]phenyl]-2,3-dihydro-1H-1-benzazepine-4-carboxamide (380 mg). To the solution was added potassium carbonate (253 mg), and the mixture was stirred under argon atmosphere at room temperature for 30 minutes. To the mixture was added tetrakistriphenylphosphinepalladium (35 mg), and the mixture was he...